describe an organic reaction: reactants, conditions, products, and yield From a dataset of the Open Reaction Database (ORD), a public repository of structured organic reaction records. Starting materials: CC1(OB(OC1(C)C)C=1CCN(CC1)C(=O)OC(C)(C)C)C (tert-butyl 4-(4,4,5,5-tetramethyl-1,3,2-dioxaborolan-2-yl)-3,6-dihydro-1(2H)-pyridinecarboxylate), C(=O)([O-])[O-].[K+].[K+] (K2CO3), PdCl2dppf, BrC1=CC(=C(C=C1)F)[N+](=O)[O-] (4-bromo-1-fluoro-2-nitrobenzene). As a reaction SMILES: CC1(C)C(C)(C)OB([C:9]2[CH2:10][CH2:11][N:12]([C:15]([O:17][C:18]([CH3:21])([CH3:20])[CH3:19])=[O:16])[CH2:13][CH:14]=2)O1.C([O-])([O-])=O.[K+].[K+].Br[C:30]1[CH:35]=[CH:34][C:33]([F:36])=[C:32]([N+:37]([O-:39])=[O:38])[CH:31]=1>CN(C=O)C>[F:36][C:33]1[CH:34]=[CH:35][C:30]([C:9]2[CH2:10][CH2:11][N:12]([C:15]([O:17][C:18]([CH3:19])([CH3:20])[CH3:21])=[O:16])[CH2:13][CH:14]=2)=[CH:31][C:32]=1[N+:37]([O-:39])=[O:38] |f:1.2.3|. Reported procedure: To a 150-mL RB-flask containing tert-butyl 4-(4,4,5,5-tetramethyl-1,3,2-dioxaborolan-2-yl)-3,6-dihydro-1(2H)-pyridinecarboxylate (5.58 g, 16.5 mmol), K2CO3 (5.60 g, 40.5 mmol) and PdCl2dppf (1.48 mmol, 1.21 g) was added a solution of 4-bromo-1-fluoro-2-nitrobenzene (3.30 g, 15.0 mmol) in DMF (50.0 mL) at room temperature under argon. The mixture was heated to 80° C. under argon for 12 hours. After cooling to room temperature, the mixture was filtered through Celite and the Celite was washed with... Isolated yield 64.7%. Solvent: CN(C)C=O (DMF). Run at temperature 80 celsius. Product: FC1=C(C=C(C=C1)C=1CCN(CC1)C(=O)OC(C)(C)C)[N+](=O)[O-] (tert-butyl 4-(4-fluoro-3-nitrophenyl)-3,6-dihydro-1(2H)-pyridinecarboxylate). Reactants: BrC1=C2N=C(NC2=NC(=N1)SCC1=C(C(=CC=C1)F)F)NC(OCC)=O (Ethyl 6-bromo-2-[(2,3-difluorobenzyl)thio]-9H-purin-8-ylcarbamate), NC(CO)(CO)C (2-amino-2-methyl-1,3-propanediol). Product: NC=1NC2=NC(=NC(=C2N1)NC(CO)(CO)C)SCC1=C(C(=CC=C1)F)F (2-[[8-amino-2-[[(2,3-difluorophenyl)methyl]thio]-9H-purin-6-yl]amino]-2-methyl-1,3-propanediol). Reaction SMILES: Br[C:2]1[N:10]=[C:9]([S:11][CH2:12][C:13]2[CH:18]=[CH:17][CH:16]=[C:15]([F:19])[C:14]=2[F:20])[N:8]=[C:7]2[C:3]=1[N:4]=[C:5]([NH:21]C(=O)OCC)[NH:6]2.[NH2:27][C:28]([CH3:33])([CH2:31][OH:32])[CH2:29][OH:30]>>[NH2:21][C:5]1[NH:6][C:7]2[C:3]([N:4]=1)=[C:2]([NH:27][C:28]([CH3:33])([CH2:31][OH:32])[CH2:29][OH:30])[N:10]=[C:9]([S:11][CH2:12][C:13]1[CH:18]=[CH:17][CH:16]=[C:15]([F:19])[C:14]=1[F:20])[N:8]=2. Procedure: The titled compound was prepared from the product of example 5, step (e) (50 mg) and 2-amino-2-methyl-1,3-propanediol (70 mg) using the method of example 5, step (f) and purified by preparative HPLC to yield a white solid. Starting materials: A-170073, [H-].[Na+] (Sodium hydride), FC1=C(C=CC=C1)C1=NN=C2N1NC(C(=C2)C2CC(C2)=O)=O (3-(2-fluorophenyl)-7-(3-oxocyclobutyl)-1,2,4-triazolo[4,3-b]pyridazin-6-one), Cl.ClCC1=NC=NN1C (5-chloromethyl-1-methyl-1H-1,2,4-triazole monohydrochloride). Solvent: CN(C=O)C (N,N-dimethylformamide). Reaction conditions: temperature 80 celsius. Product: FC1=C(C=CC=C1)C1=NN=C2N1N=C(C(=C2)C2CC(C2)=O)OCC=2N(N=CN2)C (3-(2-Fluorophenyl)-6-(2-methyl-2H-1,2,4-triazol-3-ylmethoxy)-7-(3-oxocyclobutyl)-1,2,4-triazolo[4,3-b]pyridazine). RXN SMILES: [H-].[Na+].[F:3][C:4]1[CH:9]=[CH:8][CH:7]=[CH:6][C:5]=1[C:10]1[N:14]2[NH:15][C:16](=[O:24])[C:17]([CH:19]3[CH2:22][C:21](=[O:23])[CH2:20]3)=[CH:18][C:13]2=[N:12][N:11]=1.Cl.Cl[CH2:27][C:28]1[N:32]([CH3:33])[N:31]=[CH:30][N:29]=1>CN(C)C=O>[F:3][C:4]1[CH:9]=[CH:8][CH:7]=[CH:6][C:5]=1[C:10]1[N:14]2[N:15]=[C:16]([O:24][CH2:27][C:28]3[N:32]([CH3:33])[N:31]=[CH:30][N:29]=3)[C:17]([CH:19]3[CH2:20][C:21](=[O:23])[CH2:22]3)=[CH:18][C:13]2=[N:12][N:11]=1 |f:0.1,3.4|. Procedure details: Sodium hydride (60% dispersion in oil, 62 mg, 1.54 mmol) was added to a stirred solution of 3-(2-fluorophenyl)-7-(3-oxocyclobutyl)-1,2,4-triazolo[4,3-b]pyridazin-6-one (0.23 g, 0.7 mmol) in anhydrous N,N-dimethylformamide (5 ml), and heated to 80° C. under an atmosphere of nitrogen for 0.5 hours. The solution was allowed to cool before addition of 5-chloromethyl-1-methyl-1H-1,2,4-triazole monohydrochloride (prepared using the conditions described in EP-A-170073) (0.14 g, 0.85 mmol). The reaction...